From a dataset of the Open Reaction Database (ORD), a public repository of structured organic reaction records. describe an organic reaction: reactants, conditions, products, and yield Procedure details: Prepared as in Example 15 from (R)-2-(((4-amino-2,2-dioxido-1H-benzo[c][1,2,6]thiadiazin-5-yl)oxy)methyl)piperidinium hydrochloride (Example 15a) and 2-(methylamino)isonicotinic acid. 1H NMR (400 MHz, DMSO-d6) δ 1.41 (m, 1H), 1.52-1.74 (m, 4H), 1.83 (m, 1H), 2.74 (d, 3H, J=4.6 Hz,), 3.19 (m, 1H), 3.40 (m, 1H), 4.19 (dd, 1H, J=9.9, 3.6 Hz,), 4.65 (t, 1H, J=10.1 Hz,), 5.20 (m, 1H), 6.30 (s, 1H), 6.61 (m, 2H), 6.88 (d, 1H, J=8.5 Hz), 7.46 (t, 1H, J=8.6 Hz,), 7.83 (br s, 1H), 8.01 (d, 1H, J=5.4 Hz,)... Yields the product NC=1C2=C(NS(N1)(=O)=O)C=CC=C2OC[C@@H]2N(CCCC2)C(=O)C2=CC(=NC=C2)NC ((R)-(2-(((4-amino-2,2-dioxido-1H-benzo[c][1,2,6]thiadiazin-5-yl)oxy)methyl)piperidin-1-yl)(2-(methylamino)pyridin-4-yl)methanone). As a reaction SMILES: Cl.[NH2:2][C:3]1[C:4]2[C:14]([O:15][CH2:16][C@H:17]3[CH2:22][CH2:21][CH2:20][CH2:19][NH2+:18]3)=[CH:13][CH:12]=[CH:11][C:5]=2[NH:6][S:7](=[O:10])(=[O:9])[N:8]=1.[CH3:23][NH:24][C:25]1[CH:26]=[C:27]([CH:31]=[CH:32][N:33]=1)[C:28](O)=[O:29]>>[NH2:2][C:3]1[C:4]2[C:14]([O:15][CH2:16][C@H:17]3[CH2:22][CH2:21][CH2:20][CH2:19][N:18]3[C:28]([C:27]3[CH:31]=[CH:32][N:33]=[C:25]([NH:24][CH3:23])[CH:26]=3)=[O:29])=[CH:13][CH:12]=[CH:11][C:5]=2[NH:6][S:7](=[O:9])(=[O:10])[N:8]=1 |f:0.1|. The reactants are Cl.NC=1C2=C(NS(N1)(=O)=O)C=CC=C2OC[C@@H]2[NH2+]CCCC2 ((R)-2-(((4-amino-2,2-dioxido-1H-benzo[c][1,2,6]thiadiazin-5-yl)oxy)methyl)piperidinium hydrochloride), CNC=1C=C(C(=O)O)C=CN1 (2-(methylamino)isonicotinic acid). Starting materials: C1CCOC1, CO, [Na+], [OH-], CC(NCC1CN(C(=O)CCCCC(=O)OCc2ccccc2)CC1c1cccc(C(F)(F)F)c1)c1cccc2ccccc12. Yields the product CC(NCC1CN(C(=O)CCCCC(=O)O)CC1c1cccc(C(F)(F)F)c1)c1cccc2ccccc12. As a reaction SMILES: [CH2:50]1[O:51][CH2:52][CH2:53][CH2:54]1.[CH3:48][OH:49].[Na+:47].[OH-:46].[c:1]1([CH:11]([CH3:12])[NH:13][CH2:14][CH:15]2[CH2:16][N:17]([C:30]([CH2:31][CH2:32][CH2:33][CH2:34][C:35](=[O:36])[O:37][CH2:38][c:39]3[cH:40][cH:41][cH:42][cH:43][cH:44]3)=[O:45])[CH2:18][CH:19]2[c:20]2[cH:21][c:22]([C:26]([F:27])([F:28])[F:29])[cH:23][cH:24][cH:25]2)[cH:2][cH:3][cH:4][c:5]2[cH:6][cH:7][cH:8][cH:9][c:10]12>>[c:1]1([CH:11]([CH3:12])[NH:13][CH2:14][CH:15]2[CH2:16][N:17]([C:30]([CH2:31][CH2:32][CH2:33][CH2:34][C:35](=[O:36])[OH:37])=[O:45])[CH2:18][CH:19]2[c:20]2[cH:21][c:22]([C:26]([F:27])([F:28])[F:29])[cH:23][cH:24][cH:25]2)[cH:2][cH:3][cH:4][c:5]2[cH:6][cH:7][cH:8][cH:9][c:10]12. The reactants are CCOC(C)=O, CCCCC([Sn])=C(CCCC)CCCC, CN(C)C=O, CCCCCC, N#Cc1ccc(Cl)c([N+](=O)[O-])c1, Cl[Pd]Cl, c1ccc(P(c2ccccc2)c2ccccc2)cc1, c1ccc(P(c2ccccc2)c2ccccc2)cc1. The product is C=Cc1ccc(C#N)cc1[N+](=O)[O-]. Reaction SMILES: [C:39]([O:40][CH2:41][CH3:42])(=[O:43])[CH3:44].[CH2:18]([CH2:19][CH2:31][CH3:32])[C:20]([Sn:21])=[C:22]([CH2:23][CH2:24][CH2:25][CH3:26])[CH2:27][CH2:28][CH2:29][CH3:30].[CH3:1][N:2]([CH3:3])[CH:4]=[O:5].[CH3:33][CH2:34][CH2:35][CH2:36][CH2:37][CH3:38].[Cl:6][c:7]1[c:8]([N+:15](=[O:16])[O-:17])[cH:9][c:10]([C:11]#[N:12])[cH:13][cH:14]1.[Pd:45]([Cl:46])[Cl:47].[c:48]1([P:49]([c:50]2[cH:51][cH:52][cH:53][cH:54][cH:55]2)[c:56]2[cH:57][cH:58][cH:59][cH:60][cH:61]2)[cH:62][cH:63][cH:64][cH:65][cH:66]1.[c:67]1([P:68]([c:69]2[cH:70][cH:71][cH:72][cH:73][cH:74]2)[c:75]2[cH:76][cH:77][cH:78][cH:79][cH:80]2)[cH:81][cH:82][cH:83][cH:84][cH:85]1>>[c:7]1([CH:18]=[CH2:19])[c:8]([N+:15](=[O:16])[O-:17])[cH:9][c:10]([C:11]#[N:12])[cH:13][cH:14]1.